Task: describe an organic reaction: reactants, conditions, products, and yield. Dataset: the Open Reaction Database (ORD), a public repository of structured organic reaction records The reactants are ClCCCl, CCN(C(C)C)C(C)C, O=C1CC2CNc3cccc(c32)N1, O=C(O)c1ccc2cc3c(cc2n1)CC1(C3)C(=O)Nc2ncccc21, CN(C)C=O, On1nnc2ccccc21. Yields the product O=C1CC2CN(C(=O)c3ccc4cc5c(cc4n3)CC3(C5)C(=O)Nc4ncccc43)c3cccc(c32)N1. As a reaction SMILES: [CH2:39]([Cl:40])[CH2:41][Cl:42].[CH:53]([N:54]([CH2:55][CH3:56])[CH:57]([CH3:58])[CH3:59])([CH3:60])[CH3:61].[NH:26]1[CH2:27][CH:28]2[CH2:29][C:30](=[O:38])[NH:31][c:32]3[cH:33][cH:34][cH:35][c:36]1[c:37]32.[O:1]=[C:2]1[NH:3][c:4]2[n:5][cH:6][cH:7][cH:8][c:9]2[C:10]12[CH2:11][c:12]1[c:13]([cH:14][c:15]3[cH:16][cH:17][c:18]([C:22](=[O:23])[OH:24])[n:19][c:20]3[cH:21]1)[CH2:25]2.[O:62]=[CH:63][N:64]([CH3:65])[CH3:66].[OH:43][n:44]1[c:45]2[c:46]([cH:47][cH:48][cH:49][cH:50]2)[n:51][n:52]1>>[O:1]=[C:2]1[NH:3][c:4]2[n:5][cH:6][cH:7][cH:8][c:9]2[C:10]12[CH2:11][c:12]1[c:13]([cH:14][c:15]3[cH:16][cH:17][c:18]([C:22](=[O:24])[N:26]4[CH2:27][CH:28]5[CH2:29][C:30](=[O:38])[NH:31][c:32]6[cH:33][cH:34][cH:35][c:36]4[c:37]65)[n:19][c:20]3[cH:21]1)[CH2:25]2. The reactants are CN(C)C=C(C(=O)OCC)C(CC(C)C)=O (ethyl 2-((dimethylamino)methylene)-5-methyl-3-oxohexanoate), NN (hydrazine). Solvent: CCO (EtOH). The product is C(C(C)C)C1=NNC=C1C(=O)OCC (ethyl 3-isobutyl-1H-pyrazole-4-carboxylate). Isolated yield 74.7%. RXN SMILES: C[N:2]([CH:4]=[C:5]([C:11](=O)[CH2:12][CH:13]([CH3:15])[CH3:14])[C:6]([O:8][CH2:9][CH3:10])=[O:7])C.[NH2:17]N>CCO>[CH2:12]([C:11]1[C:5]([C:6]([O:8][CH2:9][CH3:10])=[O:7])=[CH:4][NH:2][N:17]=1)[CH:13]([CH3:15])[CH3:14]. Reported procedure: According to Scheme 1 Step 2: A solution of ethyl 2-((dimethylamino)methylene)-5-methyl-3-oxohexanoate (11.6 mmol, 2.64 g) and hydrazine (11.6 mmol, 1.47 mL) in EtOH (10 mL) was stirred for 1 hour at room temperature. After evaporation of the solvent, the resulting crude product was purified by flash chromatography over silica gel using cyclohexane/AcOEt (80:20) as eluent to yield ethyl 3-isobutyl-1H-pyrazole-4-carboxylate (8.66 mmol, 1.70 g, 75%) as a yellow oil. Starting materials: C=1(C(=CC=CC1)S(=O)(=O)O)C.C1(=CC=CC=C1)C1(CCNCC1)C(=O)O (4-phenyl-4-carboxypiperidine toluenesulfonate), C(C1=CC=CC=C1)OC(=O)ON1C(CCC1=O)=O (N-(benzyloxycarbonyloxy)succinimide), TEA. Run in C(Cl)(Cl)Cl (CHCl3), C(Cl)Cl (CH2Cl2). Conditions: time 48 hour. The product is C(C1=CC=CC=C1)OC(=O)N1CCC(CC1)(C(=O)O)C1=CC=CC=C1 (4-Phenyl-piperidine-1,4-dicarboxylic acid monobenzyl ester). Reaction SMILES: C1(C)C(S(O)(=O)=O)=CC=CC=1.[C:12]1([C:18]2([C:24]([OH:26])=[O:25])[CH2:23][CH2:22][NH:21][CH2:20][CH2:19]2)[CH:17]=[CH:16][CH:15]=[CH:14][CH:13]=1.[CH2:27]([O:34][C:35](ON1C(=O)CCC1=O)=[O:36])[C:28]1[CH:33]=[CH:32][CH:31]=[CH:30][CH:29]=1>C(Cl)(Cl)Cl.C(Cl)Cl>[CH2:27]([O:34][C:35]([N:21]1[CH2:20][CH2:19][C:18]([C:12]2[CH:13]=[CH:14][CH:15]=[CH:16][CH:17]=2)([C:24]([OH:26])=[O:25])[CH2:23][CH2:22]1)=[O:36])[C:28]1[CH:33]=[CH:32][CH:31]=[CH:30][CH:29]=1 |f:0.1|. Procedure: A suspension of commercially available 4-phenyl-4-carboxypiperidine toluenesulfonate (7.55 g, 20 mmol), N-(benzyloxycarbonyloxy)succinimide (5.0 g, 20 mmol) and TEA (5 mL, 36 mmol) in CHCl3 (100 mL) is stirred at r.t. for 48 h. The mixture is diluted with CH2Cl2 (100 mL) and extracted with 1 M aq. NaOH (3×50 mL). The aq. phase is extracted with Et2O (2×50 mL), acidified (pH 2) with 6N aq. HCl and extracted with CH2Cl2 (4×50 mL). The combined CH2Cl2 extracts are dried (Na2SO4), filtered and evapo... The reactants are C(C)(C)(C)NC(CN1C(=NC2=CC=C(C=C2C1=O)N1CCNCCC1)C1=CC(=CC=C1)Cl)=O (N-tert-Butyl-2-[2-(3-chlorophenyl)-4-oxo-6-perhydro-1,4-diazepin-1-yl-4H-quinazolin-3-yl]acetamide), CC(=O)C (acetone), C(#N)[BH3-].[Na+] (sodium cyanoborohydride), C(C)(=O)O (acetic acid). The solvent is C1CCOC1 (THF). The product is C(C)(C)(C)NC(CN1C(=NC2=CC=C(C=C2C1=O)N1CCN(CCC1)C(C)C)C1=CC(=CC=C1)Cl)=O (N-tert-butyl-2-[2-(3-chlorophenyl)-6-(4-isopropylperhydro-1,4-diazepin-1-yl)-4-oxo-4H-quinazolin-3-yl]acetamide). Isolated yield 47.0%. RXN SMILES: [C:1]([NH:5][C:6](=[O:33])[CH2:7][N:8]1[C:17](=[O:18])[C:16]2[C:11](=[CH:12][CH:13]=[C:14]([N:19]3[CH2:25][CH2:24][CH2:23][NH:22][CH2:21][CH2:20]3)[CH:15]=2)[N:10]=[C:9]1[C:26]1[CH:31]=[CH:30][CH:29]=[C:28]([Cl:32])[CH:27]=1)([CH3:4])([CH3:3])[CH3:2].[CH3:34][C:35]([CH3:37])=O.C([BH3-])#N.[Na+].C(O)(=O)C>C1COCC1>[C:1]([NH:5][C:6](=[O:33])[CH2:7][N:8]1[C:17](=[O:18])[C:16]2[C:11](=[CH:12][CH:13]=[C:14]([N:19]3[CH2:25][CH2:24][CH2:23][N:22]([CH:35]([CH3:37])[CH3:34])[CH2:21][CH2:20]3)[CH:15]=2)[N:10]=[C:9]1[C:26]1[CH:31]=[CH:30][CH:29]=[C:28]([Cl:32])[CH:27]=1)([CH3:4])([CH3:2])[CH3:3] |f:2.3|. Procedure details: N-tert-Butyl-2-[2-(3-chlorophenyl)-4-oxo-6-perhydro-1,4-diazepin-1-yl-4H-quinazolin-3-yl]acetamide (EXAMPLE 1a) (17 mg, 0.03 mmol), anhydrous acetone (30 μL), sodium cyanoborohydride (3 mg, 0.03 mmol) and glacial acetic acid (12 μL, 0.21 mmol) in anhydrous THF (0.15 mL) was heated in a microwave at 130° C. for 10 minutes. The resulting mixture was purified by preparative TLC on silica gel with DCM:MeOH:NH4OH (40:2:1, v/v) as eluent to give N-tert-butyl-2-[2-(3-chlorophenyl)-6-(4-isopropylperhydr... Starting materials: Br, CCCN(CCC)C1CNc2c(cccc2OC)C1. Product: CCCN(CCC)C1CNc2c(O)cccc2C1. As a reaction SMILES: [BrH:20].[CH3:1][O:2][c:3]1[cH:4][cH:5][cH:6][c:7]2[c:12]1[NH:11][CH2:10][CH:9]([N:13]([CH2:14][CH2:15][CH3:16])[CH2:17][CH2:18][CH3:19])[CH2:8]2>>[OH:2][c:3]1[cH:4][cH:5][cH:6][c:7]2[c:12]1[NH:11][CH2:10][CH:9]([N:13]([CH2:14][CH2:15][CH3:16])[CH2:17][CH2:18][CH3:19])[CH2:8]2. Run at time 8 hour. Run in N1=CC=CC=C1 (pyridine). Starting materials: C1(=CC=CC=C1)S(=O)(=O)Cl (Benzenesulfonyl chloride), ClC1=CC=C(C=C1)CCCCCCCCSC1=NC=C(C(N1)=O)CC=1C=NC=CC1 (2-(8-(4chlorophenyl)oct-1-yl)thio-5-(pyrid-3-ylmethyl)pyrimidin-4-one). Procedure details: Benzenesulfonyl chloride (41 mg) was added to a solution of 2-(8-(4chlorophenyl)oct-1-yl)thio-5-(pyrid-3-ylmethyl)pyrimidin-4-one (103 mg) in pyridine (0.5 ml), and the mixture stirred overnight. Evaporation of the pyridine followed by chromatography (silica, 0-2% methanol in dichloromethane) gave 1-phenylsulfonyl-2-(8-(4-chlorophenyl)oct-1-yl)thio-5-(pyrid-3-ylmethyl)pyrimidin-4-one (25 mg). 1H-NMR (CDCl3) δ 1.2-1.5(8H, m), 1.5-1.8(4H, m), 2.56(2H, t), 2.92(2H, t), 3.87(2H, s), 7.08(2H, d), 7.1... Reaction SMILES: [C:1]1([S:7](Cl)(=[O:9])=[O:8])[CH:6]=[CH:5][CH:4]=[CH:3][CH:2]=1.[Cl:11][C:12]1[CH:17]=[CH:16][C:15]([CH2:18][CH2:19][CH2:20][CH2:21][CH2:22][CH2:23][CH2:24][CH2:25][S:26][C:27]2[NH:32][C:31](=[O:33])[C:30]([CH2:34][C:35]3[CH:36]=[N:37][CH:38]=[CH:39][CH:40]=3)=[CH:29][N:28]=2)=[CH:14][CH:13]=1>N1C=CC=CC=1>[C:1]1([S:7]([N:28]2[CH:29]=[C:30]([CH2:34][C:35]3[CH:36]=[N:37][CH:38]=[CH:39][CH:40]=3)[C:31](=[O:33])[N:32]=[C:27]2[S:26][CH2:25][CH2:24][CH2:23][CH2:22][CH2:21][CH2:20][CH2:19][CH2:18][C:15]2[CH:16]=[CH:17][C:12]([Cl:11])=[CH:13][CH:14]=2)(=[O:9])=[O:8])[CH:6]=[CH:5][CH:4]=[CH:3][CH:2]=1. Isolated yield 18.5%. Product: C1(=CC=CC=C1)S(=O)(=O)N1C(=NC(C(=C1)CC=1C=NC=CC1)=O)SCCCCCCCCC1=CC=C(C=C1)Cl (1-phenylsulfonyl-2-(8-(4-chlorophenyl)oct-1-yl)thio-5-(pyrid-3-ylmethyl)pyrimidin-4-one). Reaction SMILES: [Cl:1][C:2]1[CH:3]=[C:4]2[C:9](=[CH:10][C:11]=1Cl)[N:8]([CH3:13])[CH:7]=[C:6]([C:14]([OH:16])=[O:15])[C:5]2=[O:17].[CH3:18][N:19]1[CH2:24][CH2:23][NH:22][CH2:21][CH2:20]1.C>CS(C)=O>[Cl:1][C:2]1[CH:3]=[C:4]2[C:9](=[CH:10][C:11]=1[N:22]1[CH2:23][CH2:24][N:19]([CH3:18])[CH2:20][CH2:21]1)[N:8]([CH3:13])[CH:7]=[C:6]([C:14]([OH:16])=[O:15])[C:5]2=[O:17]. The solvent is CS(=O)C (dimethylsulphoxide). Reactants: ClC=1C=C2C(C(=CN(C2=CC1Cl)C)C(=O)O)=O (6,7-dichloro-1-methyl-4-oxo-1,4-dihydro-quinoline-3-carboxylic acid), CN1CCNCC1 (1-methylpiperazine), C (charcoal). The product is ClC=1C=C2C(C(=CN(C2=CC1N1CCN(CC1)C)C)C(=O)O)=O (6-chloro-1-methyl-7-(4-methylpiperazinyl)-4-oxo-1,4-dihydro-quinoline-3-carboxylic acid). Procedure details: 2.18 g of 6,7-dichloro-1-methyl-4-oxo-1,4-dihydro-quinoline-3-carboxylic acid, 3.5 cm3 of 1-methylpiperazine and 25 cm3 of dimethylsulphoxide were heated at 110° C. for 3 hours. The solvent was evaporated off in vacuo and the residue was taken up in 100 cm3 of water. The suspension was stirred and mixed with 20 cm3 of N sodium hydroxide solution. The solution obtained, which was slightly turbid, was stirred with animal charcoal and filtered, and then brought to pH 7.5 by the addition of acetic a...